Dataset: the Open Reaction Database (ORD), a public repository of structured organic reaction records. Task: describe an organic reaction: reactants, conditions, products, and yield Starting materials: ClC=1C=CC=C2C(=C(N=NC12)C1=CC=CC=C1)C=1C=C(C=CC1)N (3-(8-chloro-3-phenyl-cinnolin-4-yl)-phenylamine), CC1=C(C=O)C=CC=C1C (2,3-dimethylbenzaldehyde). Product: ClC=1C=CC=C2C(=C(N=NC12)C1=CC=CC=C1)C=1C=C(C=CC1)NCC1=C(C(=CC=C1)C)C ([3-(8-Chloro-3-phenylcinnolin-4-yl)phenyl](2,3-dimethylbenzyl)amine). Reaction SMILES: [Cl:1][C:2]1[CH:3]=[CH:4][CH:5]=[C:6]2[C:11]=1[N:10]=[N:9][C:8]([C:12]1[CH:17]=[CH:16][CH:15]=[CH:14][CH:13]=1)=[C:7]2[C:18]1[CH:19]=[C:20]([NH2:24])[CH:21]=[CH:22][CH:23]=1.[CH3:25][C:26]1[C:33]([CH3:34])=[CH:32][CH:31]=[CH:30][C:27]=1[CH:28]=O>>[Cl:1][C:2]1[CH:3]=[CH:4][CH:5]=[C:6]2[C:11]=1[N:10]=[N:9][C:8]([C:12]1[CH:13]=[CH:14][CH:15]=[CH:16][CH:17]=1)=[C:7]2[C:18]1[CH:19]=[C:20]([NH:24][CH2:28][C:27]2[CH:30]=[CH:31][CH:32]=[C:33]([CH3:34])[C:26]=2[CH3:25])[CH:21]=[CH:22][CH:23]=1. Procedure details: The title compound was prepared from 3-(8-chloro-3-phenyl-cinnolin-4-yl)-phenylamine and 2,3-dimethylbenzaldehyde according to the procedure of Step 5 Example 6. MS (ES) m/z 450.2.